Dataset: the Open Reaction Database (ORD), a public repository of structured organic reaction records. Task: describe an organic reaction: reactants, conditions, products, and yield Reactants: C(C)N(C(C)C)C(C)C (ethyldiisopropylamine), Cl.COC(C[C@@H]1CC[C@H](CC1)C1=CC=C(C=C1)NC(CCN)=O)=O (Trans-{4-[4-(3-aminopropionylamino)phenyl]cyclohexyl}acetic acid methyl ester HCl salt), C=1C=CC2=C(C1)N=NN2O (HOBt), CCN=C=NCCCN(C)C (EDCI), ClC1=C(C(=CC=C1)Cl)C=1OC(=C(N1)C(=O)O)C(F)(F)F (2-(2,6-dichlorophenyl)-5-trifluoromethyloxazole-4-carboxylic acid), C(=O)(O)[O-].[Na+] (NaHCO3). Run in ClCCl (dichloromethane). Conditions: time 24 hour. Product: COC(C[C@@H]1CC[C@H](CC1)C1=CC=C(C=C1)NC(CCNC(=O)C=1N=C(OC1C(F)(F)F)C1=C(C=CC=C1Cl)Cl)=O)=O (trans-{4-[4-(3-{[2-(2,6-dichlorophenyl)-5-trifluoromethyloxazole-4-carbonyl]amino}propionylamino)phenyl]cyclohexyl}acetic acid methyl ester). Yield: 90.8%. As a reaction SMILES: Cl.[CH3:2][O:3][C:4](=[O:24])[CH2:5][C@H:6]1[CH2:11][CH2:10][C@H:9]([C:12]2[CH:17]=[CH:16][C:15]([NH:18][C:19](=[O:23])[CH2:20][CH2:21][NH2:22])=[CH:14][CH:13]=2)[CH2:8][CH2:7]1.CCN=C=NCCCN(C)C.[Cl:36][C:37]1[CH:42]=[CH:41][CH:40]=[C:39]([Cl:43])[C:38]=1[C:44]1[O:45][C:46]([C:52]([F:55])([F:54])[F:53])=[C:47]([C:49](O)=[O:50])[N:48]=1.C1C=CC2N(O)N=NC=2C=1.C(N(C(C)C)C(C)C)C.C([O-])(O)=O.[Na+]>ClCCl>[CH3:2][O:3][C:4](=[O:24])[CH2:5][C@H:6]1[CH2:7][CH2:8][C@H:9]([C:12]2[CH:13]=[CH:14][C:15]([NH:18][C:19](=[O:23])[CH2:20][CH2:21][NH:22][C:49]([C:47]3[N:48]=[C:44]([C:38]4[C:37]([Cl:36])=[CH:42][CH:41]=[CH:40][C:39]=4[Cl:43])[O:45][C:46]=3[C:52]([F:55])([F:54])[F:53])=[O:50])=[CH:16][CH:17]=2)[CH2:10][CH2:11]1 |f:0.1,6.7|. Procedure details: Trans-{4-[4-(3-aminopropionylamino)phenyl]cyclohexyl}acetic acid methyl ester HCl salt (380 mg, 1.071 mmol), EDCI (513.3 mg, 2.678 mmol), 2-(2,6-dichlorophenyl)-5-trifluoromethyloxazole-4-carboxylic acid (366.61 mg, 1.125 mmol), HOBt (217.09 mg, 1.607 mmol) and ethyldiisopropylamine (485.63 mg, 3.749 mmol) were put into dichloromethane solvent (10 mL) and stirred at room temperature for 24 hours. After the reaction, aqueous NaHCO3 was added thereto, and extracted with dichloromethane. The organi... Starting materials: C(N)(=O)C(C(C)(C)C)(C)NC(C=1C(C(=O)OC)=CC=CC1)=O (methyl N-(1-carbamoyl-1,2,2-trimethylpropyl)phthalamate), [H-].[Na+] (sodium hydride), suspension, [H-].[Na+] (sodium hydride). Solvent: C1(=CC=CC=C1)C (toluene). Conditions: time 30 minute. Product: C(C)(C)(C)C1(C(N=C2N1C(C1=CC=CC=C21)=O)=O)C (3-t-butyl-3-methyl-3H-imidazo[2,1-a]isoindole-2,5-dione). As a reaction SMILES: [H-].[Na+].[C:3]([C:6]([NH:12][C:13](=[O:24])[C:14]1[C:15](=[CH:20][CH:21]=[CH:22][CH:23]=1)[C:16](OC)=O)([CH3:11])[C:7]([CH3:10])([CH3:9])[CH3:8])(=[O:5])[NH2:4]>C1(C)C=CC=CC=1>[C:7]([C:6]1([CH3:11])[N:12]2[C:13](=[O:24])[C:14]3[C:15]([C:16]2=[N:4][C:3]1=[O:5])=[CH:20][CH:21]=[CH:22][CH:23]=3)([CH3:10])([CH3:9])[CH3:8] |f:0.1|. Reported procedure: A suspension of sodium hydride (from 1.92 g of a 50% suspension of sodium hydride in mineral oil) in 150 ml toluene is heated under reflux. During 20 minutes is then added portionwise 6.13 g (0.02 mole) methyl N-(1-carbamoyl-1,2,2-trimethylpropyl)phthalamate to the stirred, refluxing, mixture. Heating is continued for 30 minutes after the addition, the mixture filtered through diatomaceous earth, and the solvent removed in vacuo. The residue crystallizes and is recrystallized from a mixture of a... Starting materials: CC(C(C)O)CC(CCCC)CC(=O)C1=CC=CC=C1 (3-Methyl-2-hydroxy-5-nonylacetophenone), S(=O)(=O)(O)O.NO (hydroxylamine sulfate), C(C)(=O)[O-].[Na+] (sodium acetate), CO (methanol). Product: CC1=C(C(C=NO)=CC(=C1)CCCCCCCCC)O (3-methyl-5-nonylsalicylaldoxime). RXN SMILES: C[CH:2]([CH2:6][CH:7]([CH2:12][C:13]([C:15]1[CH:20]=[CH:19][CH:18]=[CH:17][CH:16]=1)=O)[CH2:8][CH2:9][CH2:10]C)[CH:3](O)C.S(O)(O)(=O)=O.[NH2:26][OH:27].[C:28]([O-])(=O)C.[Na+].[CH3:33][OH:34]>>[CH3:10][C:9]1[CH:8]=[C:7]([CH2:12][CH2:13][CH2:15][CH2:20][CH2:19][CH2:18][CH2:17][CH2:16][CH3:28])[CH:6]=[C:2]([CH:3]=[N:26][OH:27])[C:33]=1[OH:34] |f:1.2,3.4|. Procedure: 3-Methyl-2-hydroxy-5-nonylacetophenone (2b) (102.5 g, 0.37 mol) was treated with hydroxylamine sulfate (36.44 g, 0.22 mol) and anhydrous sodium acetate (36.44 g, 0.44 mol) in methanol (150 mL) at reflux for 7 h. Crude product in the solvent was filtered and concentrated. The resulting oxime was converted to copper(II) complex and purified further by flash column chromatography. Pure fractions were pooled and treated with aqueous 200 gpl sulfuric acid. Removal of the solvent gave 3-methyl-5-nonyl...